Dataset: the Open Reaction Database (ORD), a public repository of structured organic reaction records. Task: describe an organic reaction: reactants, conditions, products, and yield Starting materials: C(C1=CC(OC)=C(OC)C=C1)Cl (veratryl chloride), C(C1=CC(OC)=C(OC)C=C1)Cl (veratryl chloride). Solvent: C1(=CC=CC=C1)C (toluene). Product: C=1(C(OC)=CC=CC1)OC (veratrol). Reaction SMILES: C(Cl)[C:2]1[CH:11]=[CH:10][C:7]([O:8][CH3:9])=[C:4]([O:5][CH3:6])[CH:3]=1>C1(C)C=CC=CC=1>[C:7]1([O:8][CH3:9])[C:4](=[CH:3][CH:2]=[CH:11][CH:10]=1)[O:5][CH3:6]. Procedure details: 1650 parts of a solution of crude veratryl chloride in toluene, containing 510 parts of veratryl chloride and obtained by chloromethylation of veratrol, were added, in the course of 15 minutes, to a mixture of 305 parts of toluene, 140 parts of acetone, 197 parts of NaCN, 3.1 parts of NaI, 25 parts of H2 and 5.2 parts of triethylamine, the mixture having been preheated to 65° C. After the addition, stirring was continued for a further 1.5 hours at 85° C., after which 700 parts of H2O were added ...